From a dataset of the Open Reaction Database (ORD), a public repository of structured organic reaction records. describe an organic reaction: reactants, conditions, products, and yield Starting materials: compound 5, ClC=1C=NNC1C=1C=C(C(=O)O)C=CC1C (3-(4-chloro-1H-pyrazol-5-yl)-4-methylbenzoic acid), ClC=1C=NNC1C=1C=C(C(=O)O)C=CC1C (3-(4-chloro-1H-pyrazol-5-yl)-4-methylbenzoic acid), CC=1NC(=C(N1)C)C=1C=C(C(=O)O)C=CC1C (3-(2,4-dimethyl-1H-imidazol-5-yl)-4-methylbenzoic acid), Cl.N1CC(C1)C1=CC=C(C#N)C=C1 (4-(azetidin-3-yl)benzonitrile hydrochloride), Cl.N1CCC(CC1)C1=CC=C(C#N)C=C1 (4-(piperidin-4-yl)benzonitrile hydrochloride), Cl.N1CCC(CC1)C1=CC=C(C#N)C=C1 (4-(piperidin-4-yl)benzonitrile hydrochloride). The product is ClC=1C=NNC1C=1C=C(C(=O)N2CCC(CC2)C2=CC=C(C#N)C=C2)C=CC1C (4-(1-(3-(4-Chloro-1H-pyrazol-5-yl)-4-methylbenzoyl)piperidin-4-yl)benzonitrile). As a reaction SMILES: [Cl:1][C:2]1[CH:3]=[N:4][NH:5][C:6]=1[C:7]1[CH:8]=[C:9]([CH:13]=[CH:14][C:15]=1[CH3:16])[C:10]([OH:12])=O.CC1NC(C2C=C(C=CC=2C)C(O)=O)=C(C)N=1.Cl.[NH:35]1[CH2:40][CH2:39][CH:38]([C:41]2[CH:48]=[CH:47][C:44]([C:45]#[N:46])=[CH:43][CH:42]=2)[CH2:37][CH2:36]1.Cl.N1CC(C2C=CC(C#N)=CC=2)C1>>[Cl:1][C:2]1[CH:3]=[N:4][NH:5][C:6]=1[C:7]1[CH:8]=[C:9]([CH:13]=[CH:14][C:15]=1[CH3:16])[C:10]([N:35]1[CH2:40][CH2:39][CH:38]([C:41]2[CH:48]=[CH:47][C:44]([C:45]#[N:46])=[CH:43][CH:42]=2)[CH2:37][CH2:36]1)=[O:12] |f:2.3,4.5|. Procedure details: The title compound was prepared using standard chemical manipulations and procedures similar to those used for preparation of compound 5, except 3-(4-chloro-1H-pyrazol-5-yl)-4-methylbenzoic acid (compound 51.3) was used in place of 3-(2,4-dimethyl-1H-imidazol-5-yl)-4-methylbenzoic acid (compound 5.7) and 4-(piperidin-4-yl)benzonitrile hydrochloride (compound 1.2) was used in place of 4-(azetidin-3-yl)benzonitrile hydrochloride (compound 5.2). m/z (ES+) 405 (M+H)+. The reactants are Brc1cccc2[nH]ccc12, O=C([O-])O, CCOC(C)=O, CCO, Cc1ccccc1, CC(C)(C)OC(=O)c1ccc(B2OC(C)(C)C(C)(C)O2)cc1Nc1ccc(F)cc1, [Na+], O, c1ccc(P(c2ccccc2)(c2ccccc2)[Pd](P(c2ccccc2)(c2ccccc2)c2ccccc2)(P(c2ccccc2)(c2ccccc2)c2ccccc2)P(c2ccccc2)(c2ccccc2)c2ccccc2)cc1. Yields the product CC(C)(C)OC(=O)c1ccc(-c2cccc3[nH]ccc23)cc1Nc1ccc(F)cc1. Reaction SMILES: [Br:38][c:39]1[c:40]2[cH:41][cH:42][nH:43][c:44]2[cH:45][cH:46][cH:47]1.[C:48](=[O:49])([O-:50])[OH:51].[CH3:131][CH2:132][O:133][C:134](=[O:135])[CH3:136].[CH3:137][CH2:138][OH:139].[CH3:1][c:2]1[cH:3][cH:4][cH:5][cH:6][cH:7]1.[F:8][c:9]1[cH:10][cH:11][c:12]([NH:13][c:14]2[c:15]([C:16](=[O:17])[O:18][C:19]([CH3:20])([CH3:21])[CH3:22])[cH:23][cH:24][c:25]([B:27]3[O:28][C:29]([CH3:30])([CH3:31])[C:32]([CH3:33])([CH3:34])[O:35]3)[cH:26]2)[cH:36][cH:37]1.[Na+:52].[OH2:130].[cH:53]1[cH:54][cH:55][c:56]([P:57]([Pd:58]([P:59]([c:60]2[cH:61][cH:62][cH:63][cH:64][cH:65]2)([c:66]2[cH:67][cH:68][cH:69][cH:70][cH:71]2)[c:72]2[cH:73][cH:74][cH:75][cH:76][cH:77]2)([P:78]([c:79]2[cH:80][cH:81][cH:82][cH:83][cH:84]2)([c:85]2[cH:86][cH:87][cH:88][cH:89][cH:90]2)[c:91]2[cH:92][cH:93][cH:94][cH:95][cH:96]2)[P:97]([c:98]2[cH:99][cH:100][cH:101][cH:102][cH:103]2)([c:104]2[cH:105][cH:106][cH:107][cH:108][cH:109]2)[c:110]2[cH:111][cH:112][cH:113][cH:114][cH:115]2)([c:116]2[cH:117][cH:118][cH:119][cH:120][cH:121]2)[c:122]2[cH:123][cH:124][cH:125][cH:126][cH:127]2)[cH:128][cH:129]1>>[F:8][c:9]1[cH:10][cH:11][c:12]([NH:13][c:14]2[c:15]([C:16](=[O:17])[O:18][C:19]([CH3:20])([CH3:21])[CH3:22])[cH:23][cH:24][c:25](-[c:39]3[c:40]4[cH:41][cH:42][nH:43][c:44]4[cH:45][cH:46][cH:47]3)[cH:26]2)[cH:36][cH:37]1. Reactants: COC1=NOC(=C1)C(CBr)O (1-(3-methoxy-isoxazol-5-yl)-2-bromoethanol), FC1=CC=C(C(=O)C2CCNCC2)C=C1 (4-(4'-fluorobenzoyl)piperidine), C(C)N(C(C)C)C(C)C (N-ethyldiisopropylamine). The solvent is C(C)O (ethanol). Product: FC1=CC=C(C(=O)C2CCN(CC2)CC(O)C2=CC(=NO2)OC)C=C1 ((±)2-[4-(p-Fluoro-benzoyl)-piperidin-1-yl]-1-(3-methoxy-isoxazol-5-yl)-ethan-1-ol). Reaction SMILES: [CH3:1][O:2][C:3]1[CH:7]=[C:6]([CH:8]([OH:11])[CH2:9]Br)[O:5][N:4]=1.[F:12][C:13]1[CH:26]=[CH:25][C:16]([C:17]([CH:19]2[CH2:24][CH2:23][NH:22][CH2:21][CH2:20]2)=[O:18])=[CH:15][CH:14]=1.C(N(C(C)C)C(C)C)C>C(O)C>[F:12][C:13]1[CH:14]=[CH:15][C:16]([C:17]([CH:19]2[CH2:24][CH2:23][N:22]([CH2:9][CH:8]([C:6]3[O:5][N:4]=[C:3]([O:2][CH3:1])[CH:7]=3)[OH:11])[CH2:21][CH2:20]2)=[O:18])=[CH:25][CH:26]=1. Procedure: A solution of 3.5 g of 1-(3-methoxy-isoxazol-5-yl)-2-bromoethanol and 4.9 g of 4-(4'-fluorobenzoyl)piperidine and 5.4 ml of N-ethyldiisopropylamine in 160 ml of absolute ethanol was refluxed for 2 hours. The product is CC(C(=O)OC)(CC(CCCCO[Si](C)(C)C(C)(C)C)CCO)C (methyl 2,2-dimethyl-4-(2-hydroxyethyl)-8-(t-butyldimethylsilyloxy)-octanoate). Reaction SMILES: [CH3:1][C:2]1(C)[CH2:9][CH:8]([CH2:10][CH2:11][CH2:12][CH2:13][O:14][Si:15]([C:18]([CH3:21])([CH3:20])[CH3:19])([CH3:17])[CH3:16])[CH2:7][CH2:6][O:5][C:3]1=O.[CH3:23][O-:24].[Na+].[CH3:26][OH:27]>>[CH3:1][C:2]([CH3:3])([CH2:9][CH:8]([CH2:7][CH2:6][OH:5])[CH2:10][CH2:11][CH2:12][CH2:13][O:14][Si:15]([C:18]([CH3:19])([CH3:20])[CH3:21])([CH3:16])[CH3:17])[C:23]([O:27][CH3:26])=[O:24] |f:1.2|. The reactants are CC1(C(=O)OCCC(C1)CCCCO[Si](C)(C)C(C)(C)C)C (2,2-dimethyl-4-(4-t-butyldimethylsilyloxybutyl)epsilon-caprolactone), C[O-].[Na+] (sodium methoxide), CO (methanol). Reaction conditions: time 2.5 hour. Reported procedure: To a solution of 2.35 g (7.2 mmol) of 2,2-dimethyl-4-(4-t-butyldimethylsilyloxybutyl)epsilon-caprolactone in 22 ml methanol is added 0.386 g (7.2 mmol) sodium methoxide and the mixture is stirred for 2.5 h. The reaction is quenched with saturated aqueous ammonium chloride and extracted twice with methylene chloride. The combined organic extracts are washed with water and brine, dried, filtered and evaporated to yield methyl 2,2-dimethyl-4-(2-hydroxyethyl)-8-(t-butyldimethylsilyloxy)-octanoate as... Starting materials: C(C)OC(=O)C1CCC2CCC(N12)=O (hexahydro-5-oxo-1H-pyrrolizine-3-carboxylic acid ethyl ester), CCCNN(NCCC)CC (N,N-di-(2-methylethyl)aminoethylamine). Reaction conditions: temperature 80 celsius. Yields the product CC(C)N(C(C)C)CCNC(=O)C1CCC2CCC(N12)=O (N-[2-[N,N-bis(1-methylethyl)amino]ethyl]-hexahydro-5-oxo-1H-pyrrolizine3-carboxamide). Reaction SMILES: C(O[C:4]([CH:6]1[N:13]2[CH:9]([CH2:10][CH2:11][C:12]2=[O:14])[CH2:8][CH2:7]1)=[O:5])C.CCCN[N:19]([CH2:24][CH3:25])NCCC>>[CH3:4][CH:6]([N:13]([CH2:25][CH2:24][NH:19][C:4]([CH:6]1[N:13]2[CH:9]([CH2:10][CH2:11][C:12]2=[O:14])[CH2:8][CH2:7]1)=[O:5])[CH:9]([CH3:10])[CH3:8])[CH3:7]. Procedure: A solution of hexahydro-5-oxo-1H-pyrrolizine-3-carboxylic acid ethyl ester (5.0 g, 0.0254 mol) in N,N-di-(2-methylethyl)aminoethylamine (10 g, 0.0693 mol) is stirred at room temperature 24 hours and heated at 80° C. for 24 hours. The solution is concentrated at reduced pressure and distilled to yield N-[2-[N,N-bis(1-methylethyl)amino]ethyl]-hexahydro-5-oxo-1H-pyrrolizine3-carboxamide, bp 155°-165° C. at 0.025 Torr. The reactants are II (I2), COC1=CC=C(C=N1)NC(C(C)(C)C)=O (N-(6-methoxypyridin-3-yl)pivalamide), COC1=CC=C(C=N1)NC(C(C)(C)C)=O (N-(6-methoxypyridin-3-yl)pivalamide), [Li]C(C)(C)C (t-BuLi). The solvent is C1CCOC1 (THF), C1CCOC1 (THF). Conditions: temperature -78 celsius, time 1 hour. The product is IC1=C(C=NC(=C1)OC)NC(C(C)(C)C)=O (N-(4-iodo-6-methoxypyridin-3-yl)pivalamide). Reaction SMILES: [CH3:1][O:2][C:3]1[N:8]=[CH:7][C:6]([NH:9][C:10](=[O:15])[C:11]([CH3:14])([CH3:13])[CH3:12])=[CH:5][CH:4]=1.[Li]C(C)(C)C.[I:21]I>C1COCC1>[I:21][C:5]1[CH:4]=[C:3]([O:2][CH3:1])[N:8]=[CH:7][C:6]=1[NH:9][C:10](=[O:15])[C:11]([CH3:12])([CH3:14])[CH3:13]. Procedure details: To a solution of N-(6-methoxypyridin-3-yl)pivalamide (Compound 1, 7.4 g, 35.6 mmol) in anhydrous THF (200 ml) at −78° C. under argon was added t-BuLi (1.7 M in pentane, 52 ml, 89.0 mmol) slowly. After stirred at −78° C. for 1 h, a solution of I2 (22.6 g, 89.0 mmol) in anhydrous THF (100 ml) at −78° C. was cannulated into the reaction over 20 min and the reaction was stirred for 15 min at −78° C. The cooling bath was then removed and the reaction stirred for 30 min, quenched cautiously with ice, ...